From a dataset of the Open Reaction Database (ORD), a public repository of structured organic reaction records. describe an organic reaction: reactants, conditions, products, and yield Starting materials: [Li]CCCC, CC(=O)C(F)(F)F, C#Cc1ccc(S(=O)(=O)N2CCCC2)cc1, C1CCOC1. The product is CC(O)(C#Cc1ccc(S(=O)(=O)N2CCCC2)cc1)C(F)(F)F. Reaction SMILES: [CH2:17]([Li:18])[CH2:19][CH2:20][CH3:21].[F:22][C:23]([C:24]([CH3:25])=[O:26])([F:27])[F:28].[N:1]1([S:6](=[O:7])(=[O:8])[c:9]2[cH:10][cH:11][c:12]([C:15]#[CH:16])[cH:13][cH:14]2)[CH2:2][CH2:3][CH2:4][CH2:5]1.[O:29]1[CH2:30][CH2:31][CH2:32][CH2:33]1>>[N:1]1([S:6](=[O:7])(=[O:8])[c:9]2[cH:10][cH:11][c:12]([C:15]#[C:16][C:24]([C:23]([F:22])([F:27])[F:28])([CH3:25])[OH:26])[cH:13][cH:14]2)[CH2:2][CH2:3][CH2:4][CH2:5]1. Starting materials: O1CCC2=C1C=CC(=C2)C=2OC(=NN2)CSC2=CC(=CC=C2)F (2-(2,3-dihydro-1-benzofuran-5-yl)-5-[[(3-fluorophenyl)thio]methyl]-1,3,4-oxadiazole), ClC1=CC(=CC=C1)C(=O)OO (m-chloroperbenzoic acid), S(=S)(=O)([O-])[O-].[Na+].[Na+] (sodium thiosulfate). Solvent: C(C)#N (acetonitrile). Run at time 8 hour. Product: O1CCC2=C1C=CC(=C2)C=2OC(=NN2)CS(=O)C2=CC(=CC=C2)F (2-(2,3-dihydro-1-benzofuran-5-yl)-5-[[(3-fluorophenyl)sulfinyl]methyl]-1,3,4-oxadiazole). Yield: 45.9%. Reaction SMILES: [O:1]1[C:5]2[CH:6]=[CH:7][C:8]([C:10]3[O:11][C:12]([CH2:15][S:16][C:17]4[CH:22]=[CH:21][CH:20]=[C:19]([F:23])[CH:18]=4)=[N:13][N:14]=3)=[CH:9][C:4]=2[CH2:3][CH2:2]1.ClC1C=CC=C(C(OO)=[O:32])C=1.S([O-])([O-])(=O)=S.[Na+].[Na+]>C(#N)C>[O:1]1[C:5]2[CH:6]=[CH:7][C:8]([C:10]3[O:11][C:12]([CH2:15][S:16]([C:17]4[CH:22]=[CH:21][CH:20]=[C:19]([F:23])[CH:18]=4)=[O:32])=[N:13][N:14]=3)=[CH:9][C:4]=2[CH2:3][CH2:2]1 |f:2.3.4|. Reported procedure: To a solution of 2-(2,3-dihydro-1-benzofuran-5-yl)-5-[[(3-fluorophenyl)thio]methyl]-1,3,4-oxadiazole (0.25 g, 0.76 mmol) in acetonitrile (5 mL) was added m-chloroperbenzoic acid (70%, 0.18 g, 0.76 mmol) at 0° C., and the resulting mixture was stirred overnight at room temperature. A saturated aqueous sodium thiosulfate solution was added to the reaction mixture, and the mixture was extracted with ethyl acetate. The organic layer was washed with saturated brine, dried over anhydrous magnesium sul... Starting materials: Cc1cccc(S(N)(=O)=O)c1C#N, CCOC(OCC)(OCC)OCC, CCO. Yields the product CCOC(=NS(=O)(=O)c1cccc(C)c1C#N)OCC. Reaction SMILES: [C:1](#[N:2])[c:3]1[c:4]([S:10](=[O:11])(=[O:12])[NH2:13])[cH:5][cH:6][cH:7][c:8]1[CH3:9].[CH2:14]([CH3:15])[O:16][C:17]([O:18][CH2:19][CH3:20])([O:21][CH2:22][CH3:23])[O:24][CH2:25][CH3:26].[CH3:27][CH2:28][OH:29]>>[C:1](#[N:2])[c:3]1[c:4]([S:10](=[O:11])(=[O:12])[N:13]=[C:17]([O:16][CH2:14][CH3:15])[O:18][CH2:19][CH3:20])[cH:5][cH:6][cH:7][c:8]1[CH3:9]. Reactants: C1CCN2C(CC(C[C@H]12)=O)=O ((S)-1,2,3,5,6,7,8,8a-octahydroindolizin-5,7-dione), N1CCCC1 (pyrrolidine). The solvent is C(C)O (ethanol). Conditions: time 5 minute. Yields the product N1CCCC1 (pyrrolidine), N1(CCCC1)C1=CC(N2CCC[C@H]2C1)=O ((S)-7-(1-Pyrrolidinyl)-1,2,3,5,8,8a-hexahydroindolizin-5-one). Isolated yield 204.1%. As a reaction SMILES: [CH2:1]1[C@@H:9]2[N:4]([C:5](=[O:11])[CH2:6][C:7](=O)[CH2:8]2)[CH2:3][CH2:2]1.[NH:12]1[CH2:16][CH2:15][CH2:14][CH2:13]1>C(O)C>[NH:4]1[CH2:9][CH2:1][CH2:2][CH2:3]1.[N:12]1([C:7]2[CH2:8][C@H:9]3[N:4]([CH2:3][CH2:2][CH2:1]3)[C:5](=[O:11])[CH:6]=2)[CH2:16][CH2:15][CH2:14][CH2:13]1. Procedure details: (S)-1,2,3,5,6,7,8,8a-octahydroindolizin-5,7-dione (117 mg (0.76 mmol), prepared as described in 3)) was dissolved in ethanol (1.2 ml). To the solution was added pyrrolidine (128 μl, 1.53 mmol), and the resulting mixture was allowed to stand at room temperature for 5 minutes. At the end of this time, the reaction mixture was concentrated by distillation under reduced pressure to remove solvents and any excess of pyrrolidine, to give the title compound (160 mg) as a light yellow powder (yield quan...